Dataset: the Open Reaction Database (ORD), a public repository of structured organic reaction records. Task: describe an organic reaction: reactants, conditions, products, and yield Reactants: C1(=CC=CC=C1)CCCCCC#N (6-phenylhexanenitrile), C(=O)OCC (ethyl formate), C(C)(C)NC(C)C (diisopropylamine), C(CCC)[Li] (n-butyllithium). The solvent is O1CCCC1 (tetrahydrofuran), O1CCCC1 (tetrahydrofuran), O1CCCC1 (tetrahydrofuran). Run at time 15 minute. The product is C(#N)C(=CO)CCCCC1=CC=CC=C1 (2-cyano-6-phenyl-1-hexen-1-ol). The yield is 83.8%. As a reaction SMILES: C(NC(C)C)(C)C.C([Li])CCC.[C:13]1([CH2:19][CH2:20][CH2:21][CH2:22][CH2:23][C:24]#[N:25])[CH:18]=[CH:17][CH:16]=[CH:15][CH:14]=1.[CH:26](OCC)=[O:27]>O1CCCC1>[C:24]([C:23]([CH2:22][CH2:21][CH2:20][CH2:19][C:13]1[CH:18]=[CH:17][CH:16]=[CH:15][CH:14]=1)=[CH:26][OH:27])#[N:25]. Reported procedure: A stirred solution of 2.2 mL (0.016 mole) of diisopropylamine in 200 mL of tetrahydrofuran was cooled to -80° C., and 6.4 mL (0.016 mole) of n-butyllithium (2.5 Molar in hexanes) was added dropwise during a 15 minute period. Upon completion of addition, the reaction mixture was stirred for an additional 15 minutes. While still maintaining the reaction mixture temperature at -80° C. to -75° C., a solution of 2.5 grams (0.016 mole) of 6-phenylhexanenitrile in 50 mL of tetrahydrofuran was added dro... Reactants: O1C(=CC=C1)C=O (2-Furaldehyde), C(C)(=O)[O-].[NH4+] (ammonium acetate), [N+](=O)([O-])C (nitromethane). Yields the product [N+](=O)([O-])C=CC=1OC=CC1 (2-(2-nitrovinyl)-furan). Yield: 53.0%. As a reaction SMILES: [O:1]1[CH:5]=[CH:4][CH:3]=[C:2]1[CH:6]=O.C([O-])(=O)C.[NH4+].[N+:13]([CH3:16])([O-:15])=[O:14]>>[N+:13]([CH:16]=[CH:6][C:2]1[O:1][CH:5]=[CH:4][CH:3]=1)([O-:15])=[O:14] |f:1.2|. Procedure: 2-Furaldehyde (18.2 g, 190 mmol) and ammonium acetate (13 g, 169 mmol) were added to nitromethane (169 mL) and the mixture was heated to reflux for 45 min. The solution was concentrated and dichloromethane (250 mL) was added. The dichloromethane solution was washed with water (2×250 mL), dried over sodium sulfate, and filtered to obtain the crude product. Purification by column chromatography (silica gel, ethyl acetate/heptane=1/10 to 2/3) afforded pure 2-(2-nitrovinyl)-furan (14 g, 53.0%) as a ...